From a dataset of the Open Reaction Database (ORD), a public repository of structured organic reaction records. describe an organic reaction: reactants, conditions, products, and yield Reactants: F, F, O=c1cc[nH]c(=O)[nH]1. Product: O=c1[nH]cc(F)c(=O)[nH]1. Reaction SMILES: [F:9].[FH:10].[nH:1]1[c:2](=[O:3])[nH:4][c:5](=[O:6])[cH:7][cH:8]1>>[nH:1]1[c:2](=[O:3])[nH:4][c:5](=[O:6])[c:7]([F:10])[cH:8]1. The reactants are BrC=1C(=NC(=NC1C)N1C(=CC=C1C)C)C (5-bromo-2-(2,5-dimethyl-1H-pyrrol-1-yl)-4,6-dimethylpyrimidine), C(C1=CC=CC=C1)Br (benzyl bromide), suspension, C(C)(C)(C)P(C1=C(C=CC=C1)C1=C(C=C(C=C1C(C)C)C(C)C)C(C)C)C(C)(C)C (2-di-tert-butylphosphino-2′,4′,6′-triisopropylbiphenyl), [OH-].[K+] (KOH), [H-].[Na+] (NaH). Reagents/catalysts: C=1C=CC(=CC1)/C=C/C(=O)/C=C/C2=CC=CC=C2.C=1C=CC(=CC1)/C=C/C(=O)/C=C/C2=CC=CC=C2.C=1C=CC(=CC1)/C=C/C(=O)/C=C/C2=CC=CC=C2.[Pd].[Pd] (Pd2dba3). The solvent is O1CCOCC1 (dioxane), O (water). Reaction conditions: temperature 100 celsius, time 3 hour. Product: C(C1=CC=CC=C1)OC=1C(=NC(=NC1C)N1C(=CC=C1C)C)C (5-(Benzyloxy)-2-(2,5-dimethyl-1H-pyrrol-1-yl)-4,6-dimethylpyrimidine). As a reaction SMILES: Br[C:2]1[C:3]([CH3:16])=[N:4][C:5]([N:9]2[C:13]([CH3:14])=[CH:12][CH:11]=[C:10]2[CH3:15])=[N:6][C:7]=1[CH3:8].C(P(C(C)(C)C)[C:22]1[CH:27]=[CH:26][CH:25]=[CH:24][C:23]=1[C:28]1C(C(C)C)=CC(C(C)C)=CC=1C(C)C)(C)(C)C.[OH-:47].[K+].C(Br)C1C=CC=CC=1.[H-].[Na+]>O1CCOCC1.C1C=CC(/C=C/C(/C=C/C2C=CC=CC=2)=O)=CC=1.C1C=CC(/C=C/C(/C=C/C2C=CC=CC=2)=O)=CC=1.C1C=CC(/C=C/C(/C=C/C2C=CC=CC=2)=O)=CC=1.[Pd].[Pd].O>[CH2:28]([O:47][C:2]1[C:3]([CH3:16])=[N:4][C:5]([N:9]2[C:13]([CH3:14])=[CH:12][CH:11]=[C:10]2[CH3:15])=[N:6][C:7]=1[CH3:8])[C:23]1[CH:24]=[CH:25][CH:26]=[CH:27][CH:22]=1 |f:2.3,5.6,8.9.10.11.12|. Procedure details: To a stirred solution containing 4.87 g (17.4 mmol) of 5-bromo-2-(2,5-dimethyl-1H-pyrrol-1-yl)-4,6-dimethylpyrimidine in 50 mL of 1:1 dioxane-degassed water was added 632 mg (0.69 mmol) of Pd2dba3 followed by 293 mg (0.69 mmol) of 2-di-tert-butylphosphino-2′,4′,6′-triisopropylbiphenyl (L1) and 2.92 g (52.1 mmol) of KOH. The reaction mixture was stirred at 100° C. for 3 h. The cooled reaction mixture was poured into 200 mL of water and extracted with 100 mL of ethyl acetate. The aqueous layer was... Reactants: CC(C)(C)O, Clc1nnc(-c2ccccc2)c2ccccc12, N#Cc1n[nH]cc1-c1cccnc1Oc1ccc(N)cc1. The product is N#Cc1n[nH]cc1-c1cccnc1Oc1ccc(Nc2nnc(-c3ccccc3)c3ccccc23)cc1. RXN SMILES: [C:39]([OH:40])([CH3:41])([CH3:42])[CH3:43].[Cl:22][c:23]1[n:24][n:25][c:26](-[c:33]2[cH:34][cH:35][cH:36][cH:37][cH:38]2)[c:27]2[cH:28][cH:29][cH:30][cH:31][c:32]12.[NH2:1][c:2]1[cH:3][cH:4][c:5]([O:6][c:7]2[n:8][cH:9][cH:10][cH:11][c:12]2-[c:13]2[c:14]([C:18]#[N:19])[n:15][nH:16][cH:17]2)[cH:20][cH:21]1>>[NH:1]([c:2]1[cH:3][cH:4][c:5]([O:6][c:7]2[n:8][cH:9][cH:10][cH:11][c:12]2-[c:13]2[c:14]([C:18]#[N:19])[n:15][nH:16][cH:17]2)[cH:20][cH:21]1)[c:23]1[n:24][n:25][c:26](-[c:33]2[cH:34][cH:35][cH:36][cH:37][cH:38]2)[c:27]2[cH:28][cH:29][cH:30][cH:31][c:32]12. Reactants: O=[N+]([O-])c1cc(Cl)cc2c(-c3ccccc3)c[nH]c12, O=C1CCOCC1. Product: Clc1cc(NC2CCOCC2)c2[nH]cc(-c3ccccc3)c2c1. As a reaction SMILES: [Cl:1][c:2]1[cH:3][c:4]2[c:5](-[c:14]3[cH:15][cH:16][cH:17][cH:18][cH:19]3)[cH:6][nH:7][c:8]2[c:9]([N+:11]([O-:12])=[O:13])[cH:10]1.[O:20]1[CH2:21][CH2:22][C:23](=[O:26])[CH2:24][CH2:25]1>>[Cl:1][c:2]1[cH:3][c:4]2[c:5](-[c:14]3[cH:15][cH:16][cH:17][cH:18][cH:19]3)[cH:6][nH:7][c:8]2[c:9]([NH:11][CH:23]2[CH2:22][CH2:21][O:20][CH2:25][CH2:24]2)[cH:10]1. Starting materials: CC=1OC(=C(N1)C1=CC=CC=C1)C=1C=CC(=NC1)NN (5-(2-Methyl-4-phenyl-oxazol-5-yl)-pyridin-2-yl-hydrazine), C(C(C)C)(=O)Cl (isobutyryl chloride), C(C(C)C)(=O)Cl (isobutyryl chloride). Run in ClCCl (dichloromethane), CN(C)C=O (DMF), C(C)(C)N(C(C)C)CC (N,N-diisopropylethylamine). Yields the product CC=1OC(=C(N1)C1=CC=CC=C1)C=1C=CC(=NC1)NNC(C(C)C)=O (isobutyric acid N′-[5-(2-methyl-4-phenyl-oxazol-5-yl)-pyridin-2-yl]-hydrazide). As a reaction SMILES: [CH3:1][C:2]1[O:3][C:4]([C:13]2[CH:14]=[CH:15][C:16]([NH:19][NH2:20])=[N:17][CH:18]=2)=[C:5]([C:7]2[CH:12]=[CH:11][CH:10]=[CH:9][CH:8]=2)[N:6]=1.[C:21](Cl)(=[O:25])[CH:22]([CH3:24])[CH3:23]>ClCCl.CN(C=O)C.C(N(CC)C(C)C)(C)C>[CH3:1][C:2]1[O:3][C:4]([C:13]2[CH:14]=[CH:15][C:16]([NH:19][NH:20][C:21](=[O:25])[CH:22]([CH3:24])[CH3:23])=[N:17][CH:18]=2)=[C:5]([C:7]2[CH:8]=[CH:9][CH:10]=[CH:11][CH:12]=2)[N:6]=1. Procedure details: To a stirred, cold (0° C.) solution of 5-(2-Methyl-4-phenyl-oxazol-5-yl)-pyridin-2-yl-hydrazine in 0.5 mL of dichloromethane and 0.3 mL of DMF and 0.325 mL of N,N-diisopropylethylamine was added 0.02 mL of isobutyryl chloride. After 5 minutes an additional 0.005 mL of isobutyryl chloride was added and the reaction was quenched a minute later with water. The mixture was extracted with dichloromethane (3×), washed with water (2×), brine (1×), dried (sodium sulfate), filtered, and the filtrate was ... Starting materials: CN1CCCNCC1, CC(C)O, O=C(NCc1cnn(-c2ccc(I)cc2)c1)c1ccc(Cl)s1, [Cu]I, [K+], [K+], [K+], OCCO, O=P([O-])([O-])[O-]. The product is CN1CCCN(c2ccc(-n3cc(CNC(=O)c4ccc(Cl)s4)cn3)cc2)CC1. As a reaction SMILES: [CH3:23][N:24]1[CH2:25][CH2:26][NH:27][CH2:28][CH2:29][CH2:30]1.[CH:43]([OH:44])([CH3:45])[CH3:46].[Cl:1][c:2]1[cH:3][cH:4][c:5]([C:7](=[O:8])[NH:9][CH2:10][c:11]2[cH:12][n:13][n:14](-[c:16]3[cH:17][cH:18][c:19]([I:22])[cH:20][cH:21]3)[cH:15]2)[s:6]1.[Cu:47][I:48].[K+:40].[K+:41].[K+:42].[OH:31][CH2:32][CH2:33][OH:34].[P:35]([O-:36])([O-:37])([O-:38])=[O:39]>>[Cl:1][c:2]1[cH:3][cH:4][c:5]([C:7](=[O:8])[NH:9][CH2:10][c:11]2[cH:12][n:13][n:14](-[c:16]3[cH:17][cH:18][c:19]([N:27]4[CH2:26][CH2:25][N:24]([CH3:23])[CH2:30][CH2:29][CH2:28]4)[cH:20][cH:21]3)[cH:15]2)[s:6]1. Starting materials: O=C([O-])O, [Cl-], NCc1ncc(C(F)(F)F)cc1Cl, Cl, [Na+]. Product: NCc1ccc(C(F)(F)F)cn1. RXN SMILES: [C:1](=[O:2])([OH:3])[O-:4].[Cl-:6].[Cl:8][c:9]1[c:10]([CH2:19][NH2:20])[n:11][cH:12][c:13]([C:15]([F:16])([F:17])[F:18])[cH:14]1.[ClH:7].[Na+:5]>>[cH:9]1[c:10]([CH2:19][NH2:20])[n:11][cH:12][c:13]([C:15]([F:16])([F:17])[F:18])[cH:14]1. Starting materials: CCOC(=O)CN(C(=O)OC(C)(C)C)C1CC1, C1CCOC1, CC(=O)Cl. The product is CCOC(=O)C(C(C)=O)N(C(=O)OC(C)(C)C)C1CC1. Reaction SMILES: [CH2:1]([CH3:2])[O:3][C:4]([CH2:5][N:6]([CH:7]1[CH2:8][CH2:9]1)[C:10](=[O:11])[O:12][C:13]([CH3:14])([CH3:15])[CH3:16])=[O:17].[CH2:22]1[O:23][CH2:24][CH2:25][CH2:26]1.[CH3:18][C:19]([Cl:20])=[O:21]>>[CH2:1]([CH3:2])[O:3][C:4]([CH:5]([N:6]([CH:7]1[CH2:8][CH2:9]1)[C:10](=[O:11])[O:12][C:13]([CH3:14])([CH3:15])[CH3:16])[C:19]([CH3:18])=[O:21])=[O:17]. The reactants are CC1(C=NC(CC=CCCC=CC1)(C)C)C (3,3,12,12-tetramethyl-1-aza-1,5,9-cyclododecatriene), S(=O)(=O)(O)O.NO (hydroxylamine sulfate), Cl (hydrochloric acid). Run in O (water). Product: CC(C=NO)(CC=CCCC=CCC(N)(C)C)C (2,2,11,11-tetramethyl-11-amino-undeca-4,8-dienal oxime). Yield: 134.8%. Reaction SMILES: [CH3:1][C:2]1([CH3:16])[CH2:13][CH:12]=[CH:11][CH2:10][CH2:9][CH:8]=[CH:7][CH2:6][C:5]([CH3:15])([CH3:14])[N:4]=[CH:3]1.S(O)(O)(=O)=O.[NH2:22][OH:23].Cl>O>[CH3:1][C:2]([CH3:16])([CH2:13][CH:12]=[CH:11][CH2:10][CH2:9][CH:8]=[CH:7][CH2:6][C:5]([CH3:15])([CH3:14])[NH2:4])[CH:3]=[N:22][OH:23] |f:1.2|. Procedure: The procedure described in Example 1(b) is repeated, except that 110 g (0.5 mol) of 3,3,12,12-tetramethyl-1-aza-1,5,9-cyclododecatriene, 41 g (0.25 mol) of hydroxylamine sulfate, 50 ml of concentrated hydrochloric acid and 250 ml of water are used. Distillation yields 85 g (0.337 mol) of 2,2,11,11-tetramethyl-11-amino-undeca-4,8-dienal oxime; yield 67.4% of theory; boiling point 130° C./7 Pa.